From a dataset of the Open Reaction Database (ORD), a public repository of structured organic reaction records. describe an organic reaction: reactants, conditions, products, and yield Starting materials: C=CCCCC, CO, N#Cc1cc(-c2ccnc(Nc3cccc(C(F)(F)F)c3)n2)ccn1, [Na+], [Na+], O=C([O-])[O-], OO. Yields the product NC(=O)c1cc(-c2ccnc(Nc3cccc(C(F)(F)F)c3)n2)ccn1. As a reaction SMILES: [CH2:28]=[CH:29][CH2:30][CH2:31][CH2:32][CH3:33].[CH3:40][OH:41].[F:1][C:2]([c:3]1[cH:4][c:5]([NH:9][c:10]2[n:11][cH:12][cH:13][c:14](-[c:16]3[cH:17][c:18]([C:22]#[N:23])[n:19][cH:20][cH:21]3)[n:15]2)[cH:6][cH:7][cH:8]1)([F:24])[F:25].[Na+:34].[Na+:35].[O-:36][C:37](=[O:38])[O-:39].[OH:26][OH:27]>>[F:1][C:2]([c:3]1[cH:4][c:5]([NH:9][c:10]2[n:11][cH:12][cH:13][c:14](-[c:16]3[cH:17][c:18]([C:22]([NH2:23])=[O:36])[n:19][cH:20][cH:21]3)[n:15]2)[cH:6][cH:7][cH:8]1)([F:24])[F:25]. The reactants are CCOCC, CCCCCC, ClCc1ccc2c(c1)Nc1nccnc1S2, CCOP(OCC)OCC. Yields the product CCOP(=O)(OCC)c1ccc2c(c1)Nc1nccnc1S2. Reaction SMILES: [CH3:27][CH2:28][O:29][CH2:30][CH3:31].[CH3:32][CH2:33][CH2:34][CH2:35][CH2:36][CH3:37].[Cl:11][CH2:12][c:13]1[cH:14][cH:15][c:16]2[c:17]([cH:26]1)[NH:18][c:19]1[c:20]([n:22][cH:23][cH:24][n:25]1)[S:21]2.[P:1]([O:2][CH2:3][CH3:4])([O:5][CH2:6][CH3:7])[O:8][CH2:9][CH3:10]>>[P:1](=[O:2])([O:5][CH2:6][CH3:7])([O:8][CH2:9][CH3:10])[c:13]1[cH:14][cH:15][c:16]2[c:17]([cH:26]1)[NH:18][c:19]1[c:20]([n:22][cH:23][cH:24][n:25]1)[S:21]2. Reactants: O[C@H]1C[C@H]2[C@@H]3CC[C@H]([C@@H]([C@@H]([C@H]([C@@H](CC)C(C)C)O)O)C)[C@]3(CC[C@@H]2[C@]2(CCC(C=C12)=O)C)C ((22S,23S)-6α,22,23-trihydroxystigmast-4-en-3-one), C(#N)C1=C(C(=O)C(=C(C1=O)Cl)Cl)C#N (DDQ). The product is O[C@H]1C[C@H]2[C@@H]3CC[C@H]([C@@H]([C@@H]([C@H]([C@@H](CC)C(C)C)O)O)C)[C@]3(CC[C@@H]2[C@]2(C=CC(C=C12)=O)C)C ((22S,23S)-6α,22,23-trihydroxystigmasta-1,4-dien-3-one). Isolated yield 70.3%. Reaction SMILES: [OH:1][C@@H:2]1[C:30]2[C@:25]([CH3:32])([CH2:26][CH2:27][C:28](=[O:31])[CH:29]=2)[C@@H:24]2[C@H:4]([C@H:5]3[C@:21]([CH3:33])([CH2:22][CH2:23]2)[C@@H:8]([C@H:9]([CH3:20])[C@H:10]([OH:19])[C@@H:11]([OH:18])[C@H:12]([CH:15]([CH3:17])[CH3:16])[CH2:13][CH3:14])[CH2:7][CH2:6]3)[CH2:3]1.C(C1C(=O)C(Cl)=C(Cl)C(=O)C=1C#N)#N>>[OH:1][C@@H:2]1[C:30]2[C@:25]([CH3:32])([CH:26]=[CH:27][C:28](=[O:31])[CH:29]=2)[C@@H:24]2[C@H:4]([C@H:5]3[C@:21]([CH3:33])([CH2:22][CH2:23]2)[C@@H:8]([C@H:9]([CH3:20])[C@H:10]([OH:19])[C@@H:11]([OH:18])[C@H:12]([CH:15]([CH3:17])[CH3:16])[CH2:13][CH3:14])[CH2:7][CH2:6]3)[CH2:3]1. Procedure: 50 mg of (22S,23S)-6α,22,23-trihydroxystigmast-4-en-3-one are treated with DDQ following the procedure described in Example 6. After purification by silica column chromatography (eluting solvent: hexane/ethyl acetate 8:2) of the crude product obtained, 35 mg of (22S,23S)-6α,22,23-trihydroxystigmasta-1,4-dien-3-one are isolated. Reactants: CCOC(C)=O, CCOC(=O)CCC(=O)[O-], CN(C)c1ccncc1, CCN(C(C)C)C(C)C, CCc1[nH]c(C(=O)Nc2ccc3c(c2)OCCN3C(=O)OC(C)(C)C)nc1Cl, Cl. Product: CCOC(=O)CCC(=O)N1CCOc2cc(NC(=O)c3nc(Cl)c(CC)[nH]3)ccc21. RXN SMILES: [C:29]([O:30][CH2:31][CH3:32])(=[O:33])[CH3:34].[C:36]([CH2:37][CH2:38][C:39]([O-:40])=[O:41])(=[O:42])[O:43][CH2:44][CH3:45].[CH3:55][N:56]([c:57]1[cH:58][cH:59][n:60][cH:61][cH:62]1)[CH3:63].[CH:46]([N:47]([CH2:48][CH3:49])[CH:50]([CH3:51])[CH3:52])([CH3:53])[CH3:54].[Cl:1][c:2]1[n:3][c:4]([C:9](=[O:10])[NH:11][c:12]2[cH:13][c:14]3[c:15]([cH:27][cH:28]2)[N:16]([C:20]([O:22][C:21]([CH3:23])([CH3:24])[CH3:25])=[O:26])[CH2:17][CH2:18][O:19]3)[nH:5][c:6]1[CH2:7][CH3:8].[ClH:35]>>[Cl:1][c:2]1[n:3][c:4]([C:9](=[O:10])[NH:11][c:12]2[cH:13][c:14]3[c:15]([cH:27][cH:28]2)[N:16]([C:20](=[O:22])[CH2:38][CH2:37][C:36](=[O:42])[O:43][CH2:44][CH3:45])[CH2:17][CH2:18][O:19]3)[nH:5][c:6]1[CH2:7][CH3:8]. The reactants are C(#N)C1=C(C=C(C=C1)C1CCC=2N1C(=CN2)C(=O)O)F (5-(4-cyano-3-fluorophenyl)-6,7-dihydro-5H-pyrrolo[1,2-a]imidazole-3-carboxylic Acid), [Si](C1=CC=CC=C1)(C1=CC=CC=C1)(C(C)(C)C)OC=1C=C(C=CC1)CCCCN (4-(3-{[tert-butyl(diphenyl)silyl]oxy}phenyl)butylamine), CCN=C=NCCCN(C)C.Cl (EDC hydrochloride), C=1C=CC2=C(C1)N=NN2O (HOBT), C(C)(C)N(C(C)C)CC (N,N-diisopropylethylamine). The product is [Si](C1=CC=CC=C1)(C1=CC=CC=C1)(C(C)(C)C)OC=1C=C(C=CC1)CCCCNC(=O)C1=CN=C2N1C(CC2)C2=CC(=C(C=C2)C#N)F (N-[4-(3-{[tert-butyl(diphenyl)silyl]oxy }phenyl)butyl]-5-(4-cyano-3-fluorophenyl)-6,7-dihydro-5H-pyrrolo[1,2-a]imidazole-3-carboxamide). As a reaction SMILES: [C:1]([C:3]1[CH:8]=[CH:7][C:6]([CH:9]2[N:13]3[C:14]([C:17]([OH:19])=O)=[CH:15][N:16]=[C:12]3[CH2:11][CH2:10]2)=[CH:5][C:4]=1[F:20])#[N:2].[Si:21]([O:38][C:39]1[CH:40]=[C:41]([CH2:45][CH2:46][CH2:47][CH2:48][NH2:49])[CH:42]=[CH:43][CH:44]=1)([C:34]([CH3:37])([CH3:36])[CH3:35])([C:28]1[CH:33]=[CH:32][CH:31]=[CH:30][CH:29]=1)[C:22]1[CH:27]=[CH:26][CH:25]=[CH:24][CH:23]=1.CCN=C=NCCCN(C)C.Cl.C1C=CC2N(O)N=NC=2C=1.C(N(CC)C(C)C)(C)C>>[Si:21]([O:38][C:39]1[CH:40]=[C:41]([CH2:45][CH2:46][CH2:47][CH2:48][NH:49][C:17]([C:14]2[N:13]3[CH:9]([C:6]4[CH:7]=[CH:8][C:3]([C:1]#[N:2])=[C:4]([F:20])[CH:5]=4)[CH2:10][CH2:11][C:12]3=[N:16][CH:15]=2)=[O:19])[CH:42]=[CH:43][CH:44]=1)([C:34]([CH3:35])([CH3:36])[CH3:37])([C:28]1[CH:33]=[CH:32][CH:31]=[CH:30][CH:29]=1)[C:22]1[CH:23]=[CH:24][CH:25]=[CH:26][CH:27]=1 |f:2.3|. Procedure: Carboxylic acid from Step K, Example 5 (13.4 mg, 0.0496 mmol), amine from Step D (20.0 mg, 0.0496 mmol), EDC hydrochloride (19.0 mg, 0.0991 mmol), HOBT (13.4 mg, 0.0991 mmol), and N,N-diisopropylethylamine (0.0432 mL, 0.248 mmol) were stirred in dry, degassed DMF (1 mL) at 25° C. for 16 hours. The reaction was poured onto aq. NaHCO3 (10 mL) and extracted with methylene chloride (3×10 mL). The combined organic layers were dried (Na2SO4), filtered, and concentrated in vacuo to provide the title co... Reactants: O=C1c2ccccc2C(=O)N1CCBr, CCC(NC(=O)c1c(O)c(-c2ccccc2)nc2ccccc12)c1ccccc1, C1CCOC1, [K+], [K+], O=C([O-])[O-]. Product: CCC(NC(=O)c1c(OCCN2C(=O)c3ccccc3C2=O)c(-c2ccccc2)nc2ccccc12)c1ccccc1. Reaction SMILES: [Br:30][CH2:31][CH2:32][N:33]1[C:34](=[O:43])[c:35]2[c:36]([cH:39][cH:40][cH:41][cH:42]2)[C:37]1=[O:38].[CH2:1]([CH3:2])[CH:3]([c:4]1[cH:5][cH:6][cH:7][cH:8][cH:9]1)[NH:10][C:11](=[O:12])[c:13]1[c:14]([OH:29])[c:15](-[c:23]2[cH:24][cH:25][cH:26][cH:27][cH:28]2)[n:16][c:17]2[cH:18][cH:19][cH:20][cH:21][c:22]12.[CH2:50]1[O:51][CH2:52][CH2:53][CH2:54]1.[K+:44].[K+:45].[O-:46][C:47]([O-:48])=[O:49]>>[CH2:1]([CH3:2])[CH:3]([c:4]1[cH:5][cH:6][cH:7][cH:8][cH:9]1)[NH:10][C:11](=[O:12])[c:13]1[c:14]([O:29][CH2:31][CH2:32][N:33]2[C:34](=[O:43])[c:35]3[c:36]([cH:39][cH:40][cH:41][cH:42]3)[C:37]2=[O:38])[c:15](-[c:23]2[cH:24][cH:25][cH:26][cH:27][cH:28]2)[n:16][c:17]2[cH:18][cH:19][cH:20][cH:21][c:22]12. The reactants are NC1=NC=CC(=C1)C (2-amino-4-picoline), C(C)OC(C(C(=O)C)Cl)=O (ethyl-2-chloroacetoacetate). The solvent is COCCOC (1,2-dimethoxyethane). The product is CC=1N=C2N(C=CC(=C2)C)C1C(=O)OCC (ethyl 2,7-dimethylimidazo[1,2-a]pyridine-3-carboxylate). Yield: 78.0%. Reaction SMILES: [NH2:1][C:2]1[CH:7]=[C:6]([CH3:8])[CH:5]=[CH:4][N:3]=1.[CH2:9]([O:11][C:12](=[O:18])[CH:13](Cl)[C:14]([CH3:16])=O)[CH3:10]>COCCOC>[CH3:16][C:14]1[N:1]=[C:2]2[CH:7]=[C:6]([CH3:8])[CH:5]=[CH:4][N:3]2[C:13]=1[C:12]([O:11][CH2:9][CH3:10])=[O:18]. Reported procedure: In this specific example of synthesis of ND-8454, a solution of 2-amino-4-picoline (10.0 g, 91.5 mmol) and ethyl-2-chloroacetoacetate (7.93 g, 45.8 mmol) were dissolved in 92 mL of 1,2-dimethoxyethane (DME) and heated for 36 h at reflux. The reaction mixture was filtered and solids (2-amino-4-picoline hydrochloride salt) was collected and washed with hexanes. The filtrate liquor was concentrated in vacuo and residue was dissolved in CH2Cl2 and washed with 5% acetic acid solution (2×) and brine. ... Starting materials: C(=O)C1=CC=C(OCC(=O)O)C=C1 (4-Formylphenoxyacetic acid), S(=O)(Cl)Cl (thionyl chloride), [Cl-].[Ca+2].[Cl-] (calcium chloride). Yields the product ClC(C1=CC=C(OCC(=O)Cl)C=C1)Cl (4-(dichloromethyl)phenoxyacetyl chloride). RXN SMILES: [CH:1]([C:3]1[CH:13]=[CH:12][C:6]([O:7][CH2:8][C:9](O)=[O:10])=[CH:5][CH:4]=1)=O.S(Cl)([Cl:16])=O.[Cl-:18].[Ca+2].[Cl-:20]>>[Cl:18][CH:1]([Cl:16])[C:3]1[CH:13]=[CH:12][C:6]([O:7][CH2:8][C:9]([Cl:20])=[O:10])=[CH:5][CH:4]=1 |f:2.3.4|. Procedure: 4-Formylphenoxyacetic acid (5 parts) was heated for 90 minutes under reflux with thionyl chloride (25 parts) in a flask fitted with an anhydrous calcium chloride filled drying tube. The resultant red colored solution was evaporated under reduced pressure to give a red colored oil which was distilled at 120° C. and 0.4 mm Hg pressure to yield 4-(dichloromethyl)phenoxyacetyl chloride (1.2 parts). The reactants are Mg, II (I2), BrC=CC (α-bromopropene), COC(CC1CCN2C1=CC=1C(=CC(=CC21)OC)Br)=O (Methyl(8-bromo-6-methoxy-2,3-dihydro-1H-pyrrolo[1,2-a]indol-1-yl)acetate). Reagents/catalysts: [Zn+2].[Br-].[Br-] (ZnBr2), [Cu]I (CuI), [Pd] (Pd). Run in C1CCOC1 (THF), C1CCOC1 (THF), C1CCOC1 (THF). Conditions: temperature 60 celsius, time 30 minute. The product is COC(CC1CCN2C1=CC=1C(=CC(=CC21)OC)C(=C)C)=O (Methyl(8-isopropenyl-6-methoxy-2,3-dihydro-1H-pyrrolo[1,2-a]indol-1-yl)acetate). RXN SMILES: II.Br[CH:4]=[CH:5][CH3:6].[CH3:7][O:8][C:9](=[O:26])[CH2:10][CH:11]1[C:15]2=[CH:16][C:17]3[C:18](Br)=[CH:19][C:20]([O:23][CH3:24])=[CH:21][C:22]=3[N:14]2[CH2:13][CH2:12]1>C1COCC1.[Zn+2].[Br-].[Br-].[Pd].[Cu]I>[CH3:7][O:8][C:9](=[O:26])[CH2:10][CH:11]1[C:15]2=[CH:16][C:17]3[C:18]([C:5]([CH3:6])=[CH2:4])=[CH:19][C:20]([O:23][CH3:24])=[CH:21][C:22]=3[N:14]2[CH2:13][CH2:12]1 |f:4.5.6|. Procedure details: To Mg (143 mg, 5.8 mmol) in THF (4 mL) with trace of I2 was added α-bromopropene (583 μL) in order to maintain a 60° C. exotherm. After 30 minutes, a solution of ZnBr2 (1.31 g, 5.8 mmol) in THF (4 mL) was added. The reaction mixture was heated at 55° C. for 1 hour, cooled to r.t. and (Pd (dppf) CH2Cl2 (50 mg) was added followed by CuI (18.5 mg). After 5 minutes a solution of methyl (8-bromo-6-methoxy-2,3-dihydro-1H-pyrrolo[1,2-a]indol-1-yl)acetate (Example 22, Step 5, 200 mg, 0.59 mmol) in THF (... RXN SMILES: [OH:18][CH2:19][CH2:20][NH:21][C:22]([O:23][CH3:24])=[O:25].[cH:1]1[cH:2][cH:3][cH:4][c:5]2[c:11]1-[c:10]1[c:9]([cH:15][cH:14][cH:13][cH:12]1)[CH2:8][N:7]([C:16]#[N:17])[CH2:6]2>>[cH:1]1[cH:2][cH:3][cH:4][c:5]2[c:11]1-[c:10]1[c:9]([cH:15][cH:14][cH:13][cH:12]1)[CH2:8][N:7]([C:16](=[NH:17])[O:18][CH2:19][CH2:20][NH:21][C:22]([O:23][CH3:24])=[O:25])[CH2:6]2. Product: COC(=O)NCCOC(=N)N1Cc2ccccc2-c2ccccc2C1. Starting materials: COC(=O)NCCO, N#CN1Cc2ccccc2-c2ccccc2C1.